From a dataset of the Open Reaction Database (ORD), a public repository of structured organic reaction records. describe an organic reaction: reactants, conditions, products, and yield Reactants: CCOCC, CO, Cl, COC(=O)C1CC(C(N)=O)c2c(Cl)cc(Cl)cc2N1, [Na+], [OH-], O. Yields the product NC(=O)C1CC(C(=O)O)Nc2cc(Cl)cc(Cl)c21. RXN SMILES: [CH3:23][CH2:24][O:25][CH2:26][CH3:27].[CH3:28][OH:29].[ClH:22].[NH2:1][C:2](=[O:3])[CH:4]1[CH2:5][CH:6]([C:16](=[O:17])[O:18][CH3:19])[NH:7][c:8]2[cH:9][c:10]([Cl:15])[cH:11][c:12]([Cl:14])[c:13]21.[Na+:21].[OH-:20].[OH2:30]>>[NH2:1][C:2](=[O:3])[CH:4]1[CH2:5][CH:6]([C:16](=[O:17])[OH:18])[NH:7][c:8]2[cH:9][c:10]([Cl:15])[cH:11][c:12]([Cl:14])[c:13]21. Reactants: CCCCCOC(=O)Cl, Cl, Nc1ncnc2c1ncn2-c1ccc(NC(=O)Nc2ccc(Cl)c(C(F)(F)F)c2)cc1. Product: CCCCCOC(=O)Nc1ncnc2c1ncn2-c1ccc(NC(=O)Nc2ccc(Cl)c(C(F)(F)F)c2)cc1. Reaction SMILES: [Cl:33][C:34](=[O:35])[O:36][CH2:37][CH2:38][CH2:39][CH2:40][CH3:41].[ClH:1].[NH2:2][c:3]1[c:4]2[n:5][cH:6][n:7](-[c:12]3[cH:13][cH:14][c:15]([NH:18][C:19](=[O:20])[NH:21][c:22]4[cH:23][c:24]([C:29]([F:30])([F:31])[F:32])[c:25]([Cl:28])[cH:26][cH:27]4)[cH:16][cH:17]3)[c:8]2[n:9][cH:10][n:11]1>>[NH:2]([c:3]1[c:4]2[n:5][cH:6][n:7](-[c:12]3[cH:13][cH:14][c:15]([NH:18][C:19](=[O:20])[NH:21][c:22]4[cH:23][c:24]([C:29]([F:30])([F:31])[F:32])[c:25]([Cl:28])[cH:26][cH:27]4)[cH:16][cH:17]3)[c:8]2[n:9][cH:10][n:11]1)[C:34](=[O:35])[O:36][CH2:37][CH2:38][CH2:39][CH2:40][CH3:41]. The reactants are O=S1(=O)NCC2(OCCO2)c2ccccc21, ClCCBr, [H-], [Na+], CN(C)C=O. The product is O=S1(=O)c2ccccc2C2(CN1CCCl)OCCO2. Reaction SMILES: [CH2:3]1[CH2:4][O:5][C:6]2([CH2:7][NH:8][S:9](=[O:16])(=[O:17])[c:10]3[c:11]2[cH:12][cH:13][cH:14][cH:15]3)[O:18]1.[Cl:19][CH2:20][CH2:21][Br:22].[H-:1].[Na+:2].[O:23]=[CH:24][N:25]([CH3:26])[CH3:27]>>[CH2:3]1[CH2:4][O:5][C:6]2([CH2:7][N:8]([CH2:21][CH2:20][Cl:19])[S:9](=[O:16])(=[O:17])[c:10]3[c:11]2[cH:12][cH:13][cH:14][cH:15]3)[O:18]1. Starting materials: S(=O)(=O)(Cl)Cl (sulfuryl chloride), COC1(C(CCCC1)=NO)OC (2,2-dimethoxycyclohexanone oxime). Solvent: C(Cl)Cl (methylene chloride), C(Cl)Cl (methylene chloride). The product is ClC1C(C(CCC1)=NO)(OC)OC (3-chloro-2,2-dimethoxycyclohexanone oxime). RXN SMILES: S(Cl)([Cl:4])(=O)=O.[CH3:6][O:7][C:8]1([O:16][CH3:17])[CH2:13][CH2:12][CH2:11][CH2:10][C:9]1=[N:14][OH:15]>C(Cl)Cl>[Cl:4][CH:13]1[CH2:12][CH2:11][CH2:10][C:9](=[N:14][OH:15])[C:8]1([O:7][CH3:6])[O:16][CH3:17]. Procedure details: A solution of 1.66 parts sulfuryl chloride dissolved in 8 parts dry methylene chloride was added under a dry nitrogen atmosphere over a 15-minute period to a stirred solution of 1.73 parts 2,2-dimethoxycyclohexanone oxime dissolved in about 8 parts dry methylene chloride. After the addition was completed, the contents were stirred for an additional hour and then treated by the procedure in Example 1 to yield 1.5 parts of 3-chloro-2,2-dimethoxycyclohexanone oxime. Reactants: FC1=C(C=CC=C1)C1=NCC=2N(C3=C1C=C(C=C3)NC(=O)NCCO)C=NN2 (1-[6-(o-fluorophenyl)-4H-s-triazolo[4,3-a][1,4]benzodiazepin-8-yl]-3-(2-hydroxyethyl)urea), NC=1C=CC2=C(C(=NCC=3N2C(=NN3)C)C3=C(C=CC=C3)Cl)C1 (8-amino-6-(o-chlorophenyl)-1-methyl-4H-s-triazolo[4,3-a][1,4]benzodiazepine). Solvent: C(Cl)Cl (methylene chloride). Yields the product ClC1=C(C=CC=C1)C1=NCC=2N(C3=C1C=C(C=C3)N=C=O)C(=NN2)C ([6-(o-chlorophenyl)-1-methyl-4H-s-triazolo[4,3-a][1,4]benzodiazepin-8-yl]isocyanate). Reaction SMILES: FC1C=CC=CC=1C1C2C=C(N[C:20](NCCO)=[O:21])C=CC=2N2C=NN=C2CN=1.[NH2:29][C:30]1[CH:31]=[CH:32][C:33]2[N:39]3[C:40]([CH3:43])=[N:41][N:42]=[C:38]3[CH2:37][N:36]=[C:35]([C:44]3[CH:49]=[CH:48][CH:47]=[CH:46][C:45]=3[Cl:50])[C:34]=2[CH:51]=1>C(Cl)Cl>[Cl:50][C:45]1[CH:46]=[CH:47][CH:48]=[CH:49][C:44]=1[C:35]1[C:34]2[CH:51]=[C:30]([N:29]=[C:20]=[O:21])[CH:31]=[CH:32][C:33]=2[N:39]2[C:40]([CH3:43])=[N:41][N:42]=[C:38]2[CH2:37][N:36]=1. Procedure: A solution of [6-(o-chlorophenyl)-1-methyl-4H-s-triazolo[4,3-a][1,4]benzodiazepin-8-yl]isocyanate is prepared as described in paragraph (a) of Example 1 from 7.0 g (21.6 mmol) of 8-amino-6-(o-chlorophenyl)-1-methyl-4H-s-triazolo[4,3-a][1,4]benzodiazepine, but using methylene chloride in place of 1,2-dichloroethane. The reactants are CO, CN(C)CC#Cc1cnc(NC(=O)C(CC2CCCC2)c2ccc(S(C)(=O)=O)c(Cl)c2)cn1, [H][H]. RXN SMILES: [CH3:36][OH:37].[Cl:1][c:2]1[cH:3][c:4]([CH:12]([C:13](=[O:14])[NH:15][c:16]2[n:17][cH:18][c:19]([C:22]#[C:23][CH2:24][N:25]([CH3:26])[CH3:27])[n:20][cH:21]2)[CH2:28][CH:29]2[CH2:30][CH2:31][CH2:32][CH2:33]2)[cH:5][cH:6][c:7]1[S:8](=[O:9])(=[O:10])[CH3:11].[H:34][H:35]>>[Cl:1][c:2]1[cH:3][c:4]([CH:12]([C:13](=[O:14])[NH:15][c:16]2[n:17][cH:18][c:19]([CH2:22][CH2:23][CH2:24][N:25]([CH3:26])[CH3:27])[n:20][cH:21]2)[CH2:28][CH:29]2[CH2:30][CH2:31][CH2:32][CH2:33]2)[cH:5][cH:6][c:7]1[S:8](=[O:9])(=[O:10])[CH3:11]. The product is CN(C)CCCc1cnc(NC(=O)C(CC2CCCC2)c2ccc(S(C)(=O)=O)c(Cl)c2)cn1. Reactants: CCOC(C)=O, O=C1CCC(=O)N1I, Cc1cc(Cl)ncc1N, CN(C)C=O. Product: Cc1cc(Cl)nc(I)c1N. Reaction SMILES: [CH3:18][CH2:19][O:20][C:21](=[O:22])[CH3:23].[I:10][N:11]1[C:12](=[O:13])[CH2:14][CH2:15][C:16]1=[O:17].[NH2:1][c:2]1[c:3]([CH3:9])[cH:4][c:5]([Cl:8])[n:6][cH:7]1.[O:24]=[CH:25][N:26]([CH3:27])[CH3:28]>>[NH2:1][c:2]1[c:3]([CH3:9])[cH:4][c:5]([Cl:8])[n:6][c:7]1[I:10]. Starting materials: NC(CO)C (2-amino-1 propanol), C(C)(=O)O[BH-](OC(C)=O)OC(C)=O.[Na+] (sodium triacetoxyborohydride), ClC1=C2CNC(C2=C(C=C1)C=1N(C2=CC=C(C=C2C1)C=O)C(=O)OC(C)(C)C)=O (4-chloro-7-[1-(tert-butoxycarbonyl)-5-formylindol-2-yl]isoindolinone). Run in ClCCl (dichloromethane). Product: ClC1=C2CNC(C2=C(C=C1)C=1N(C2=CC=C(C=C2C1)CNC(CO)C)C(=O)OC(C)(C)C)=O (4-chloro-7-{1-(tert-butoxycarbonyl)-5-[(2-hydroxy-1-methylethyl)aminomethyl]indol-2-yl}isoindolinone). Reaction SMILES: [Cl:1][C:2]1[CH:10]=[CH:9][C:8]([C:11]2[N:12]([C:22]([O:24][C:25]([CH3:28])([CH3:27])[CH3:26])=[O:23])[C:13]3[C:18]([CH:19]=2)=[CH:17][C:16]([CH:20]=O)=[CH:15][CH:14]=3)=[C:7]2[C:3]=1[CH2:4][NH:5][C:6]2=[O:29].[NH2:30][CH:31]([CH3:34])[CH2:32][OH:33].C(O[BH-](OC(=O)C)OC(=O)C)(=O)C.[Na+]>ClCCl>[Cl:1][C:2]1[CH:10]=[CH:9][C:8]([C:11]2[N:12]([C:22]([O:24][C:25]([CH3:27])([CH3:28])[CH3:26])=[O:23])[C:13]3[C:18]([CH:19]=2)=[CH:17][C:16]([CH2:20][NH:30][CH:31]([CH3:34])[CH2:32][OH:33])=[CH:15][CH:14]=3)=[C:7]2[C:3]=1[CH2:4][NH:5][C:6]2=[O:29] |f:2.3|. Procedure: In a similar manner to Step 1 of Example 56, 4-chloro-7-[1-(tert-butoxycarbonyl)-5-formylindol-2-yl]isoindolinone (20.0 mg, 0.0487 mmol) was dissolved in dichloromethane (0.5 mL), and the solution was treated with 2-amino-1 propanol (0.0080 mL, 0.10 mmol) and sodium triacetoxyborohydride (32 mg, 0.15 mmol) to obtain 4-chloro-7-{1-(tert-butoxycarbonyl)-5-[(2-hydroxy-1-methylethyl)aminomethyl]indol-2-yl}isoindolinone.